This data is from the Open Reaction Database (ORD), a public repository of structured organic reaction records. The task is: describe an organic reaction: reactants, conditions, products, and yield Reactants: C(C)(C)(C)OC(=O)N1C(=CC2=C(C(=CC=C12)F)C#CC(=O)C=1N(C=CC1)C(=O)OC(C)(C)C)OC(=O)OC(C)(C)C (2-tert-butoxycarbonyloxy-4-[3-(1-tert-butoxycarbonyl-1H-pyrrol-2-yl)-3-oxo-prop-1-ynyl]-5-fluoro-indole-1-carboxylic acid tert-butyl ester), N1CCOCC1 (morpholine), FC(C(=O)O)(F)F (trifluoroacetic acid). Solvent: C(Cl)Cl (CH2Cl2). Reaction conditions: time 10 minute. Yields the product FC=1C=2C3=C(C(NC3=CC1)=O)C(=CC2N2CCOCC2)C=2NC=CC2 (6-fluoro-5-morpholin-4-yl-3-(1H-pyrrol-2-yl)-1H-benzo[cd]indol-2-one). Reaction SMILES: C(OC([N:8]1[C:16]2[C:11](=[C:12]([C:18]#[C:19][C:20]([C:22]3[N:23](C(OC(C)(C)C)=O)[CH:24]=[CH:25][CH:26]=3)=O)[C:13]([F:17])=[CH:14][CH:15]=2)[CH:10]=[C:9]1[O:34]C(OC(C)(C)C)=O)=O)(C)(C)C.[NH:42]1[CH2:47][CH2:46][O:45][CH2:44][CH2:43]1.FC(F)(F)C(O)=O>C(Cl)Cl>[F:17][C:13]1[C:12]2[C:11]3[C:16](=[CH:15][CH:14]=1)[NH:8][C:9](=[O:34])[C:10]=3[C:20]([C:22]1[NH:23][CH:24]=[CH:25][CH:26]=1)=[CH:19][C:18]=2[N:42]1[CH2:47][CH2:46][O:45][CH2:44][CH2:43]1. Procedure: To a flask charged with 2-tert-butoxycarbonyloxy-4-[3-(1-tert-butoxycarbonyl-1H-pyrrol-2-yl)-3-oxo-prop-1-ynyl]-5-fluoro-indole-1-carboxylic acid tert-butyl ester (from Example 4 above) (220 mg, 0.39 mmol) was added morpholine (Aldrich, 2 mL, 23 mmol) and the red solution was stirred under argon at room temperature for 10 minutes. The reaction was then quenched by pouring the reaction mixture into an ice-cold saturated aqueous ammonium chloride solution (50 mL) and extracted with ethyl acetate (... Starting materials: C1(=CC=CC=C1)[C@@H](C)N1C[C@@H](OCC1)C1=CC=C(C=C1)NC1=NC=CC=C1 (N-(4-((2S)-4-((1R)-1-phenylethyl)morpholin-2-yl)phenyl)-pyridin-2-amine), C(=O)[O-].[NH4+] (ammonium formate), CO (methanol), O (water). The reagents and catalysts are [Pd] (palladium on carbon). Solvent: O1CCCC1 (tetrahydrofuran). Run at temperature 95 celsius, time 1 hour. The product is N1C[C@@H](OCC1)C1=CC=C(C=C1)NC1=NC=CC=C1 (N-(4-((2S)-Morpholin-2-yl)phenyl)pyridin-2-amine). Yield: 94.0%. Reaction SMILES: C1([C@H]([N:9]2[CH2:14][CH2:13][O:12][C@@H:11]([C:15]3[CH:20]=[CH:19][C:18]([NH:21][C:22]4[CH:27]=[CH:26][CH:25]=[CH:24][N:23]=4)=[CH:17][CH:16]=3)[CH2:10]2)C)C=CC=CC=1.C([O-])=O.[NH4+].CO.O>O1CCCC1.[Pd]>[NH:9]1[CH2:14][CH2:13][O:12][C@@H:11]([C:15]2[CH:16]=[CH:17][C:18]([NH:21][C:22]3[CH:27]=[CH:26][CH:25]=[CH:24][N:23]=3)=[CH:19][CH:20]=2)[CH2:10]1 |f:1.2|. Procedure: To a solution of N-(4-((2S)-4-((1R)-1-phenylethyl)morpholin-2-yl)phenyl)-pyridin-2-amine (0.89 g, 2.5 mmol) and ammonium formate (0.78 g, 12.5 mmol) in tetrahydrofuran (15ml)-methanol (24 ml)-water (18 ml) was added 10% palladium on carbon (wet, 200 mg) and the mixture was stirred at 95° C. for one hour. After filtration, the solvent was removed in vacuo and the residue was partitioned between water and dichloromethane. The organic layer was dried over anhydrous sodium sulfate and the solvent wa... The reactants are Cl, COc1ccc(-c2ccc(C=O)c3ccccc23)cc1F, O, c1ccncc1. The product is O=Cc1ccc(-c2ccc(O)c(F)c2)c2ccccc12. RXN SMILES: [ClH:22].[F:1][c:2]1[cH:3][c:4](-[c:10]2[cH:11][cH:12][c:13]([CH:20]=[O:21])[c:14]3[cH:15][cH:16][cH:17][cH:18][c:19]23)[cH:5][cH:6][c:7]1[O:8][CH3:9].[OH2:29].[n:23]1[cH:24][cH:25][cH:26][cH:27][cH:28]1>>[F:1][c:2]1[cH:3][c:4](-[c:10]2[cH:11][cH:12][c:13]([CH:20]=[O:21])[c:14]3[cH:15][cH:16][cH:17][cH:18][c:19]23)[cH:5][cH:6][c:7]1[OH:8]. Starting materials: N1=CC(=CC=C1)C1SCC(N1)C(=O)O (2-(3-pyridyl)thiazolidine-4-carboxylic acid), COC=1C=C(N)C=C(C1OC)OC (3,4,5-trimethoxyaniline), C1(CCCCC1)N=C=NC1CCCCC1 (dicyclohexylcarbodiimide), ON1N=NC2=C1C=CC=C2 (1-hydroxybenzotriazole). Run in CN(C=O)C (N,N-dimethylformamide), C(C)(=O)OCC (ethyl acetate). Run at time 8 hour. The product is COC=1C=C(C=C(C1OC)OC)NC(=O)C1NC(SC1)C=1C=NC=CC1 (N-(3,4,5-trimethoxyphenyl)-2-(3-pyridyl)thiazolidine-4-carboxamide). Isolated yield 34.7%. Reaction SMILES: [N:1]1[CH:6]=[CH:5][CH:4]=[C:3]([CH:7]2[NH:11][CH:10]([C:12]([OH:14])=O)[CH2:9][S:8]2)[CH:2]=1.[CH3:15][O:16][C:17]1[CH:18]=[C:19]([CH:21]=[C:22]([O:26][CH3:27])[C:23]=1[O:24][CH3:25])[NH2:20].C1(N=C=NC2CCCCC2)CCCCC1.ON1C2C=CC=CC=2N=N1>CN(C)C=O.C(OCC)(=O)C>[CH3:27][O:26][C:22]1[CH:21]=[C:19]([NH:20][C:12]([CH:10]2[CH2:9][S:8][CH:7]([C:3]3[CH:2]=[N:1][CH:6]=[CH:5][CH:4]=3)[NH:11]2)=[O:14])[CH:18]=[C:17]([O:16][CH3:15])[C:23]=1[O:24][CH3:25]. Procedure details: A mixture of 630 mg of 2-(3-pyridyl)thiazolidine-4-carboxylic acid, 520 mg of 3,4,5-trimethoxyaniline, 650 mg of dicyclohexylcarbodiimide and 430 mg of 1-hydroxybenzotriazole in 8 ml of N,N-dimethylformamide was stirred overnight at room temperature. The reaction mixture was diluted with ethyl acetate, and the insoluble matter was filtered off. The filtrate was washed in sequence with aqueous sodium hydrogen carbonate, water and saturated aqueous solution of sodium chloride, dried over anhydrous... Reactants: CC(C)(C)OC(=O)CBr, O=C([O-])[O-], Cl, O=C(NCC(COCc1cc(C(F)(F)F)cc(C(F)(F)F)c1)c1ccccc1)C1CCNCC1, [K+], [K+], CN(C)C=O, O. Product: CC(C)(C)OC(=O)CN1CCC(C(=O)NCC(COCc2cc(C(F)(F)F)cc(C(F)(F)F)c2)c2ccccc2)CC1. RXN SMILES: [Br:36][CH2:37][C:38](=[O:39])[O:40][C:41]([CH3:42])([CH3:43])[CH3:44].[C:45](=[O:46])([O-:47])[O-:48].[ClH:1].[F:2][C:3]([c:4]1[cH:5][c:6]([CH2:7][O:8][CH2:9][CH:10]([CH2:11][NH:12][C:13](=[O:14])[CH:15]2[CH2:16][CH2:17][NH:18][CH2:19][CH2:20]2)[c:21]2[cH:22][cH:23][cH:24][cH:25][cH:26]2)[cH:27][c:28]([C:30]([F:31])([F:32])[F:33])[cH:29]1)([F:34])[F:35].[K+:49].[K+:50].[O:51]=[CH:52][N:53]([CH3:54])[CH3:55].[OH2:56]>>[F:2][C:3]([c:4]1[cH:5][c:6]([CH2:7][O:8][CH2:9][CH:10]([CH2:11][NH:12][C:13](=[O:14])[CH:15]2[CH2:16][CH2:17][N:18]([CH2:37][C:38](=[O:39])[O:40][C:41]([CH3:42])([CH3:43])[CH3:44])[CH2:19][CH2:20]2)[c:21]2[cH:22][cH:23][cH:24][cH:25][cH:26]2)[cH:27][c:28]([C:30]([F:31])([F:32])[F:33])[cH:29]1)([F:34])[F:35]. Reactants: CS(=O)(=O)OCCCOC=1C(=CC2=C(C(=CC(O2)=O)CCC)C1)OC (6-[3-(methanesulfonyloxy)propoxy]-7-methoxy-4-propyl-2H-1-benzopyran-2-one), C(\C=C\C(=O)[O-])(=O)[O-] (Fumarate), C1(=CC=CC=C1)C1CCNCC1 (4-phenylpiperidine), CC(C)(C)OC (TBME). Run in CO (methanol), CC(=O)C (acetone), petroleum ether. Yields the product COC1=CC2=C(C(=CC(O2)=O)CCC)C=C1OCCCN1CCC(CC1)C1=CC=CC=C1 (7-methoxy-6-[3-(4-phenyl-1-piperidinyl)propoxy]-4-propyl-2H-1-benzopyran-2-one). The yield is 54.0%. Reaction SMILES: CS(O[CH2:6][CH2:7][CH2:8][O:9][C:10]1[C:11]([O:24][CH3:25])=[CH:12][C:13]2[O:18][C:17](=[O:19])[CH:16]=[C:15]([CH2:20][CH2:21][CH3:22])[C:14]=2[CH:23]=1)(=O)=O.[C:26]1([CH:32]2[CH2:37][CH2:36][NH:35][CH2:34][CH2:33]2)[CH:31]=[CH:30][CH:29]=[CH:28][CH:27]=1.CC(OC)(C)C.C([O-])(=O)/C=C/C([O-])=O>CO.CC(C)=O>[CH3:25][O:24][C:11]1[C:10]([O:9][CH2:8][CH2:7][CH2:6][N:35]2[CH2:36][CH2:37][CH:32]([C:26]3[CH:31]=[CH:30][CH:29]=[CH:28][CH:27]=3)[CH2:33][CH2:34]2)=[CH:23][C:14]2[C:15]([CH2:20][CH2:21][CH3:22])=[CH:16][C:17](=[O:19])[O:18][C:13]=2[CH:12]=1. Reported procedure: Method A (20 h at 60° C.); starting materials: 6-[3-(methanesulfonyloxy)propoxy]-7-methoxy-4-propyl-2H-1-benzopyran-2-one (example 76) and 4-phenylpiperidine; yield 54%; fusion point 101°-102° C. (from TBME and petroleum ether). Fumarate: method E; yield 62%; fusion point 191°-194° C. (from acetone and methanol).